Task: describe an organic reaction: reactants, conditions, products, and yield. Dataset: the Open Reaction Database (ORD), a public repository of structured organic reaction records The reactants are CN1CCNCC1 (4-methyl-piperazine), anhydride, FC=1C=C2C(C(=CN(C2=CC1Cl)NC)C(=O)O)=O (6-fluoro-7-chloro-1-methylamino-4-oxo-1,4-dihydro-quinoline-3-carboxylic acid), B(O)(F)F (difluoroboric acid). Solvent: CS(=O)C (dimethyl sulfoxide). Reaction conditions: temperature 110 celsius, time 3 hour. Yields the product anhydride, FC=1C=C2C(C(=CN(C2=CC1N1CCN(CC1)C)NC)C(=O)O)=O (6-fluoro-1-methylamino-7-(4-methyl-piperazino)-4-oxo-1,4-dihydro-quinoline-3-carboxylic acid), B(O)(F)F (difluoroboric acid). As a reaction SMILES: [CH3:1][N:2]1[CH2:7][CH2:6][NH:5][CH2:4][CH2:3]1.[F:8][C:9]1[CH:10]=[C:11]2[C:16](=[CH:17][C:18]=1Cl)[N:15]([NH:20][CH3:21])[CH:14]=[C:13]([C:22]([OH:24])=[O:23])[C:12]2=[O:25].[B:26]([F:29])([F:28])[OH:27]>CS(C)=O>[F:8][C:9]1[CH:10]=[C:11]2[C:16](=[CH:17][C:18]=1[N:5]1[CH2:6][CH2:7][N:2]([CH3:1])[CH2:3][CH2:4]1)[N:15]([NH:20][CH3:21])[CH:14]=[C:13]([C:22]([OH:24])=[O:23])[C:12]2=[O:25].[B:26]([F:29])([F:28])[OH:27]. Reported procedure: A mixture of 6.87 g of 4-methyl-piperazine and 7.26 g of an anhydride of 6-fluoro-7-chloro-1-methylamino-4-oxo-1,4-dihydro-quinoline-3-carboxylic acid and difluoroboric acid formed with 36 ml of dimethyl sulfoxide is stirred at 110° C. for 3 hours. As the reaction proceeds yellow crystals precipitate gradually from the reaction mixture. The anhydride of 6-fluoro-1-methylamino-7-(4-methyl-piperazino)-4-oxo-1,4-dihydro-quinoline-3-carboxylic acid and difluoroboric acid thus formed is hydrolyzed wi... Starting materials: C1COCCO1, CCN(C(C)C)C(C)C, NCCCNc1nc(Nc2cccc(NC(=O)N3CCCC3)c2)ncc1Br, O=C=Nc1ccccc1. Product: O=C(NCCCNc1nc(Nc2cccc(NC(=O)N3CCCC3)c2)ncc1Br)Nc1ccccc1. As a reaction SMILES: [CH2:46]1[O:47][CH2:48][CH2:49][O:50][CH2:51]1.[CH:28]([N:29]([CH2:30][CH3:31])[CH:32]([CH3:33])[CH3:34])([CH3:35])[CH3:36].[NH2:1][CH2:2][CH2:3][CH2:4][NH:5][c:6]1[n:7][c:8]([NH:13][c:14]2[cH:15][c:16]([NH:20][C:21](=[O:22])[N:23]3[CH2:24][CH2:25][CH2:26][CH2:27]3)[cH:17][cH:18][cH:19]2)[n:9][cH:10][c:11]1[Br:12].[O:37]=[C:38]=[N:39][c:40]1[cH:41][cH:42][cH:43][cH:44][cH:45]1>>[NH:1]([CH2:2][CH2:3][CH2:4][NH:5][c:6]1[n:7][c:8]([NH:13][c:14]2[cH:15][c:16]([NH:20][C:21](=[O:22])[N:23]3[CH2:24][CH2:25][CH2:26][CH2:27]3)[cH:17][cH:18][cH:19]2)[n:9][cH:10][c:11]1[Br:12])[C:38](=[O:37])[NH:39][c:40]1[cH:41][cH:42][cH:43][cH:44][cH:45]1.